Dataset: the Open Reaction Database (ORD), a public repository of structured organic reaction records. Task: describe an organic reaction: reactants, conditions, products, and yield Run at temperature 15 celsius, time 1 hour. Procedure details: 4-Aminobutyraldehyde diethyl acetal (AmBDA, 75 g, 1.09 mol, Aldrich Chemical) was combined with a two phase mixture of 955 mL of CH2Cl2 and 160 mL of 14 N NaOH in a 3 neck flask equipped with a thermometer and an efficient mechanical stirrer. This was cooled to 15° C. with an ice bath. Acryloyl chloride (98.3 g, 1.09 mol. Aldrich) was added via an addition funnel at a rate slow enough to maintain the reaction temperature below 30° C. Reaction monitoring by capillary glpc revealed essentially com... The product is C(C=C)(=O)N1CCCC1OCC (N-acryloyl-5-ethoxy pyrrolidine). The solvent is C(Cl)Cl (CH2Cl2). Isolated yield 87.0%. Reactants: C(C)OC(CCCN)OCC (4-Aminobutyraldehyde diethyl acetal), [OH-].[Na+] (NaOH), C(C=C)(=O)Cl (Acryloyl chloride). Reaction SMILES: C(O[CH:4]([O:9][CH2:10][CH3:11])[CH2:5][CH2:6][CH2:7][NH2:8])C.[OH-].[Na+].[C:14](Cl)(=[O:17])[CH:15]=[CH2:16]>C(Cl)Cl>[C:14]([N:8]1[CH:4]([O:9][CH2:10][CH3:11])[CH2:5][CH2:6][CH2:7]1)(=[O:17])[CH:15]=[CH2:16] |f:1.2|. Reactants: CC(C)C1=NC(NC(=O)CCC2CCCCC2)C(=O)N(C)c2ccccc21, CO, [H][H]. The product is CC(C)C1NC(NC(=O)CCC2CCCCC2)C(=O)N(C)c2ccccc21. As a reaction SMILES: [CH3:1][N:2]1[C:3](=[O:27])[CH:4]([NH:16][C:17]([CH2:18][CH2:19][CH:20]2[CH2:21][CH2:22][CH2:23][CH2:24][CH2:25]2)=[O:26])[N:5]=[C:6]([CH:13]([CH3:14])[CH3:15])[c:7]2[c:8]1[cH:9][cH:10][cH:11][cH:12]2.[CH3:30][OH:31].[H:28][H:29]>>[CH3:1][N:2]1[C:3](=[O:27])[CH:4]([NH:16][C:17]([CH2:18][CH2:19][CH:20]2[CH2:21][CH2:22][CH2:23][CH2:24][CH2:25]2)=[O:26])[NH:5][CH:6]([CH:13]([CH3:14])[CH3:15])[c:7]2[c:8]1[cH:9][cH:10][cH:11][cH:12]2.